From a dataset of the Open Reaction Database (ORD), a public repository of structured organic reaction records. describe an organic reaction: reactants, conditions, products, and yield Reactants: OC1=CC=NC2=CC=C(C=C12)OC (4-hydroxy-6-methoxyquinoline), P(Br)(Br)Br (PBr3). Solvent: CN(C)C=O (DMF). Reaction conditions: time 2 hour. Yields the product BrC1=CC=NC2=CC=C(C=C12)OC (4-bromo-6-methoxy quinoline). Reaction SMILES: O[C:2]1[C:11]2[C:6](=[CH:7][CH:8]=[C:9]([O:12][CH3:13])[CH:10]=2)[N:5]=[CH:4][CH:3]=1.P(Br)(Br)[Br:15]>CN(C=O)C>[Br:15][C:2]1[C:11]2[C:6](=[CH:7][CH:8]=[C:9]([O:12][CH3:13])[CH:10]=2)[N:5]=[CH:4][CH:3]=1. Reported procedure: To a stirred solution of 4-hydroxy-6-methoxyquinoline (1.20 g, 70.5 mmole) in DMF (60 mL) at RT was added PBr3 (8.0 mL, 84.6 mmole) dropwise. After 2 h, the reaction contents were poured onto H2O (300 mL) and the product filtered and washed with H2O to give, after drying under high vacuum, the title compound (14.3 g, 87%) as a light yellow solid: LC-MS (ES) m/e 233 (M+H)+. Reaction SMILES: [C:12](=[O:13])([O-:14])[O-:15].[CH2:22]([Cl:23])[Cl:24].[CH3:1][C:2](=[O:3])[CH3:4].[Cl:18][CH2:19][CH2:20][Br:21].[K+:16].[K+:17].[SH:5][N:6]1[N:7]([CH3:11])[CH:8]=[N:9][NH:10]1>>[S:5]([N:6]1[N:7]([CH3:11])[CH:8]=[N:9][NH:10]1)[CH2:20][CH2:19][Cl:18]. Reactants: O=C([O-])[O-], ClCCl, CC(C)=O, ClCCBr, [K+], [K+], CN1C=NNN1S. Product: CN1C=NNN1SCCCl. Reactants: O=C1CCC(=O)N1Br, ClCCl, CCCCCn1cc(C(=O)O)c2ccc(Cl)cc21, Nc1nccs1, c1ccc(P(c2ccccc2)c2ccccc2)cc1. Yields the product CCCCCn1cc(C(=O)Nc2nccs2)c2ccc(Cl)cc21. As a reaction SMILES: [Br:20][N:21]1[C:22](=[O:23])[CH2:24][CH2:25][C:26]1=[O:27].[CH2:52]([Cl:53])[Cl:54].[Cl:28][c:29]1[cH:30][cH:31][c:32]2[c:33]([C:43](=[O:44])[OH:45])[cH:34][n:35]([CH2:38][CH2:39][CH2:40][CH2:41][CH3:42])[c:36]2[cH:37]1.[NH2:46][c:47]1[s:48][cH:49][cH:50][n:51]1.[c:1]1([P:2]([c:3]2[cH:4][cH:5][cH:6][cH:7][cH:8]2)[c:9]2[cH:10][cH:11][cH:12][cH:13][cH:14]2)[cH:15][cH:16][cH:17][cH:18][cH:19]1>>[Cl:28][c:29]1[cH:30][cH:31][c:32]2[c:33]([C:43](=[O:45])[NH:46][c:47]3[s:48][cH:49][cH:50][n:51]3)[cH:34][n:35]([CH2:38][CH2:39][CH2:40][CH2:41][CH3:42])[c:36]2[cH:37]1. Reactants: Cc1cccc(NCc2cccc([N+](=O)[O-])c2)c1C, CC(=O)O, CCO, [Fe]. Product: Cc1cccc(NCc2cccc(N)c2)c1C. RXN SMILES: [CH3:1][c:2]1[c:3]([NH:9][CH2:10][c:11]2[cH:12][c:13]([N+:17]([O-:18])=[O:19])[cH:14][cH:15][cH:16]2)[cH:4][cH:5][cH:6][c:7]1[CH3:8].[CH3:20][C:21](=[O:22])[OH:23].[CH3:24][CH2:25][OH:26].[Fe:27]>>[CH3:1][c:2]1[c:3]([NH:9][CH2:10][c:11]2[cH:12][c:13]([NH2:17])[cH:14][cH:15][cH:16]2)[cH:4][cH:5][cH:6][c:7]1[CH3:8]. Reactants: [Br-].CP(C1=CC=CC=C1)(C1=CC=CC=C1)C1=CC=CC=C1 (methyltriphenylphosphine bromide), C[Si](N[Si](C)(C)C)(C)C.[Na] (sodium hexamethyldisilazane), BrC=1C=C(C=NC1)C=O (5-bromo-pyridine-3-carbaldehyde). Run in O1CCCC1 (tetrahydrofuran). Conditions: time 1 hour. Yields the product BrC=1C=NC=C(C1)C=C (3-bromo-5-vinyl-pyridine). As a reaction SMILES: [Br-].[CH3:2]P(C1C=CC=CC=1)(C1C=CC=CC=1)C1C=CC=CC=1.C[Si](C)(C)N[Si](C)(C)C.[Na].[Br:32][C:33]1[CH:34]=[C:35]([CH:39]=O)[CH:36]=[N:37][CH:38]=1>O1CCCC1>[Br:32][C:33]1[CH:38]=[N:37][CH:36]=[C:35]([CH:39]=[CH2:2])[CH:34]=1 |f:0.1,2.3,^1:30|. Procedure: To a solution of methyltriphenylphosphine bromide (3.16 g, 8.87 mmol) in tetrahydrofuran (20 mL) is added sodium hexamethyldisilazane (1M solution in THF, 9.67 mL, 9.67 mmol) dropwise. The reaction mixture is stirred at room temperature for 30 min, whereupon 5-bromo-pyridine-3-carbaldehyde (1.5 g, 8.06 mmol) is added. The reaction mixture is allowed to stir at room temperature for 1 h. The mixture is concentrated and the residue is purified by silica gel flash chromatography (heptane-ethyl aceta... Reactants: C(C)(C)P(C=C)(C(C)C)=O (Diisopropyl(vinyl)phosphine oxide), CNCC1=CC=CC=C1 (N-methylbenzylamine). Conditions: temperature 200 celsius. Yields the product C(C1=CC=CC=C1)N(CCP(=O)(C(C)C)C(C)C)C (N-Benzyl-2-(diisopropylphosphoryl)-N-methylethanamine). As a reaction SMILES: [CH:1]([P:4](=[O:10])([CH:7]([CH3:9])[CH3:8])[CH:5]=[CH2:6])([CH3:3])[CH3:2].[CH3:11][NH:12][CH2:13][C:14]1[CH:19]=[CH:18][CH:17]=[CH:16][CH:15]=1>>[CH2:13]([N:12]([CH3:11])[CH2:6][CH2:5][P:4]([CH:7]([CH3:9])[CH3:8])([CH:1]([CH3:3])[CH3:2])=[O:10])[C:14]1[CH:19]=[CH:18][CH:17]=[CH:16][CH:15]=1. Procedure details: Diisopropyl(vinyl)phosphine oxide (1.00 g, 6.24 mmol) was combined with N-methylbenzylamine (1.61 mL, 12.48 mmol) in a microwave vial and heated at 200° C. for 4 h total (reaction progress checked after 2 h). The crude mixture was directly purified by flash chromatography (0-10% MeOH/CH2Cl2). Coelution of the product with minor impurities required a second column (0-10% MeOH (w/2 N NH3)/CH2Cl2) to give clean product as a yellow oil. 1H NMR (CDCl3, 600 MHz) δ 7.30-7.20 (m, 5H), 3.50 (s, 2H), 2.76... The reactants are Fc1nc2ccccc2s1, CC(C)(C)OC(=O)C(N)Cc1ccc(O)cc1, c1ccncc1. The product is CC(C)(C)OC(=O)C(Cc1ccc(O)cc1)Nc1nc2ccccc2s1. As a reaction SMILES: [F:18][c:19]1[s:20][c:21]2[c:22]([n:23]1)[cH:24][cH:25][cH:26][cH:27]2.[NH2:1][CH:2]([CH2:3][c:4]1[cH:5][cH:6][c:7]([OH:10])[cH:8][cH:9]1)[C:11](=[O:12])[O:13][C:14]([CH3:15])([CH3:16])[CH3:17].[cH:28]1[cH:29][cH:30][n:31][cH:32][cH:33]1>>[NH:1]([CH:2]([CH2:3][c:4]1[cH:5][cH:6][c:7]([OH:10])[cH:8][cH:9]1)[C:11](=[O:12])[O:13][C:14]([CH3:15])([CH3:16])[CH3:17])[c:19]1[s:20][c:21]2[c:22]([n:23]1)[cH:24][cH:25][cH:26][cH:27]2. Reactants: Br, CC(=O)c1cccc(C#N)c1, Cc1ncc[nH]1, CC#N, C1COCCO1. Reaction SMILES: [Br:12].[C:1]([CH3:2])(=[O:3])[c:4]1[cH:5][c:6]([C:7]#[N:8])[cH:9][cH:10][cH:11]1.[CH3:13][c:14]1[nH:15][cH:16][cH:17][n:18]1.[CH3:25][C:26]#[N:27].[O:19]1[CH2:20][CH2:21][O:22][CH2:23][CH2:24]1>>[C:1]([CH2:2][n:15]1[c:14]([CH3:13])[n:18][cH:17][cH:16]1)(=[O:3])[c:4]1[cH:5][c:6]([C:7]#[N:8])[cH:9][cH:10][cH:11]1. Product: Cc1nccn1CC(=O)c1cccc(C#N)c1. Starting materials: ClC=1C=NC=2N(C1)N=C(N2)C=O (6-chloro-[1,2,4]triazolo[1,5-a]pyrimidine-2-carbaldehyde), C1(CCCC1)C1(CC(CC(O1)=O)=O)CCC1=CC(=C(C=C1)O)CC(F)(F)F (6-cyclopentyl-6-{2-[4-hydroxy-3-(2,2,2-trifluoroethyl)phenyl]ethyl}dihydro-2H-pyran-2,4(3H)-dione). The solvent is CO (MeOH). Run at time 15 minute. The product is ClC=1C=NC=2N(C1)N=C(N2)CC=2C(OC(CC2O)(CCC2=CC(=C(C=C2)O)CC(F)(F)F)C2CCCC2)=O (3-[(6-chloro[1,2,4]triazolo[1,5-a]pyrimidin-2-yl)methyl]-6-cyclopentyl-4-hydroxy-6-{2-[4-hydroxy-3-(2,2,2-trifluoroethyl)phenyl]ethyl}-5,6-dihydro-2H-pyran-2-one). Isolated yield 5.1%. Reaction SMILES: [Cl:1][C:2]1[CH:3]=[N:4][C:5]2[N:6]([N:8]=[C:9]([CH:11]=O)[N:10]=2)[CH:7]=1.[CH:13]1([C:18]2([CH2:26][CH2:27][C:28]3[CH:33]=[CH:32][C:31]([OH:34])=[C:30]([CH2:35][C:36]([F:39])([F:38])[F:37])[CH:29]=3)[O:23][C:22](=[O:24])[CH2:21][C:20](=[O:25])[CH2:19]2)[CH2:17][CH2:16][CH2:15][CH2:14]1>CO>[Cl:1][C:2]1[CH:3]=[N:4][C:5]2[N:6]([N:8]=[C:9]([CH2:11][C:21]3[C:22](=[O:24])[O:23][C:18]([CH:13]4[CH2:14][CH2:15][CH2:16][CH2:17]4)([CH2:26][CH2:27][C:28]4[CH:33]=[CH:32][C:31]([OH:34])=[C:30]([CH2:35][C:36]([F:38])([F:39])[F:37])[CH:29]=4)[CH2:19][C:20]=3[OH:25])[N:10]=2)[CH:7]=1. Procedure: 6-chloro-[1,2,4]triazolo[1,5-a]pyrimidine-2-carbaldehyde (0.131 g, 0.72 mmol) was added to a solution of example A(228) 6-cyclopentyl-6-{2-[4-hydroxy-3-(2,2,2-trifluoroethyl)phenyl]ethyl}dihydro-2H-pyran-2,4(3H)-dione (0.230 g, 0.60 mmol) in MeOH (10 mL). The reaction mixture was stirred for 15 mins and then treated with borane-dimethylamine complex (53 mg, 0.9 mmoL). After 15 hours the reaction mixture was quenched with concentrated HCl, and concentrated to a residual oil. Purification by flash...